This data is from the Open Reaction Database (ORD), a public repository of structured organic reaction records. The task is: describe an organic reaction: reactants, conditions, products, and yield The reactants are ClC1=CC=C(OCC(C(C)(C)C)O)C=C1 (1-(4-chlorophenoxy)-3,3-dimethyl-butan-2-ol), [Cr](=O)(=O)([O-])O[Cr](=O)(=O)[O-].[K+].[K+] (potassium dichromate), O (water). The solvent is S(O)(O)(=O)=O (sulphuric acid). Conditions: time 8 hour. Product: ClC1=CC=C(OCC(C(C)(C)C)=O)C=C1 (1-(4-chlorophenoxy)-3,3-dimethyl-butan-2-one). Yield: 68.8%. As a reaction SMILES: [Cl:1][C:2]1[CH:15]=[CH:14][C:5]([O:6][CH2:7][CH:8]([OH:13])[C:9]([CH3:12])([CH3:11])[CH3:10])=[CH:4][CH:3]=1.[Cr](O[Cr]([O-])(=O)=O)([O-])(=O)=O.[K+].[K+].O>S(=O)(=O)(O)O>[Cl:1][C:2]1[CH:15]=[CH:14][C:5]([O:6][CH2:7][C:8](=[O:13])[C:9]([CH3:11])([CH3:12])[CH3:10])=[CH:4][CH:3]=1 |f:1.2.3|. Procedure details: 11.4 g (0.05 mole) of 1-(4-chlorophenoxy)-3,3-dimethyl-butan-2-ol were added to a mixture of 14.7 g (0.05 mole) of potassium dichromate in 12.25 g of sulphuric acid and 73.5 g of water at 30° C., whereupon the temperature rose to about 45° C. The mixture was stirred overnight at room temperature and then extracted three times with ether. The combined organic phases were washed with sodium bicarbonate and water, dried over sodium sulphate and concentrated. 7.8 g (69% of theory) of 1-(4-chlorophen...